Dataset: the Open Reaction Database (ORD), a public repository of structured organic reaction records. Task: describe an organic reaction: reactants, conditions, products, and yield The reactants are N(=NC(=O)OCC)C(=O)OCC (diethyl azodicarboxylate), [Si](C)(C)(C(C)(C)C)OC=1C=C(C=CC1)C=1C=CC(NN1)=O (6-[3-(tert-butyldimethylsilanyloxy)phenyl]-2H-pyridazin-3-one), OCC=1C=C(C=CC1)NC(OCC)=O (ethyl (3-hydroxymethylphenyl)carbamate), C1(=CC=CC=C1)P(C1=CC=CC=C1)C1=CC=CC=C1 (triphenylphosphine), [F-].C[N+](C)(C)C (tetramethylammonium fluoride). Run in CN(C)C=O (DMF), C1CCOC1 (THF). Reaction conditions: temperature 0 celsius, time 20 hour. The product is OC=1C=C(C=CC1)C1=NN(C(C=C1)=O)CC=1C=C(C=CC1)NC(OCC)=O (Ethyl {3-[3-(3-hydroxyphenyl)-6-oxo-6H-pyridazin-1-ylmethyl]phenyl}-carbamate). As a reaction SMILES: [Si]([O:8][C:9]1[CH:10]=[C:11]([C:15]2[CH:16]=[CH:17][C:18](=[O:21])[NH:19][N:20]=2)[CH:12]=[CH:13][CH:14]=1)(C(C)(C)C)(C)C.O[CH2:23][C:24]1[CH:25]=[C:26]([NH:30][C:31](=[O:35])[O:32][CH2:33][CH3:34])[CH:27]=[CH:28][CH:29]=1.C1(P(C2C=CC=CC=2)C2C=CC=CC=2)C=CC=CC=1.N(C(OCC)=O)=NC(OCC)=O.[F-].C[N+](C)(C)C>CN(C=O)C.C1COCC1>[OH:8][C:9]1[CH:10]=[C:11]([C:15]2[CH:16]=[CH:17][C:18](=[O:21])[N:19]([CH2:23][C:24]3[CH:25]=[C:26]([NH:30][C:31](=[O:35])[O:32][CH2:33][CH3:34])[CH:27]=[CH:28][CH:29]=3)[N:20]=2)[CH:12]=[CH:13][CH:14]=1 |f:4.5|. Reported procedure: 17 g (56.2 mmol) of 6-[3-(tert-butyldimethylsilanyloxy)phenyl]-2H-pyridazin-3-one, 11 g (56.2 mmol) of ethyl (3-hydroxymethylphenyl)carbamate and 14.7 g (56 mmol) of triphenylphosphine are dissolved in 100 ml of DMF and 400 ml of THF. Under a nitrogen atmosphere, the yellow solution is cooled to 0° C., and 4.1 ml (26 mmol) of diethyl azodicarboxylate are slowly added dropwise, and the reaction mixture is stirred at room temperature for 20 h. The yellow suspension is evaporated to dryness. Water ...